From a dataset of the Open Reaction Database (ORD), a public repository of structured organic reaction records. describe an organic reaction: reactants, conditions, products, and yield Reactants: COC(=O)c1ccc2nc(CC(C)C)c(CNC(=O)OC(C)(C)C)c(-c3ccccc3)c2c1, [Na+], C1CCOC1, [OH-]. Yields the product CC(C)Cc1nc2ccc(C(=O)O)cc2c(-c2ccccc2)c1CNC(=O)OC(C)(C)C. As a reaction SMILES: [C:1]([CH3:2])([CH3:3])([CH3:4])[O:5][C:6](=[O:7])[NH:8][CH2:9][c:10]1[c:11]([CH2:30][CH:31]([CH3:32])[CH3:33])[n:12][c:13]2[cH:14][cH:15][c:16]([C:26](=[O:27])[O:28][CH3:29])[cH:17][c:18]2[c:19]1-[c:20]1[cH:21][cH:22][cH:23][cH:24][cH:25]1.[Na+:35].[O:36]1[CH2:37][CH2:38][CH2:39][CH2:40]1.[OH-:34]>>[C:1]([CH3:2])([CH3:3])([CH3:4])[O:5][C:6](=[O:7])[NH:8][CH2:9][c:10]1[c:11]([CH2:30][CH:31]([CH3:32])[CH3:33])[n:12][c:13]2[cH:14][cH:15][c:16]([C:26](=[O:27])[OH:28])[cH:17][c:18]2[c:19]1-[c:20]1[cH:21][cH:22][cH:23][cH:24][cH:25]1. As a reaction SMILES: [F:1][c:2]1[c:3](-[c:9]2[nH:10][c:11]3[c:12]([n:13]2)[cH:14][cH:15][cH:16][c:17]3[N+:18](=[O:19])[O-:20])[c:4]([F:8])[cH:5][cH:6][cH:7]1.[F:21][c:22]1[c:23]([CH2:24][Br:25])[c:26]([F:30])[cH:27][cH:28][cH:29]1>>[F:1][c:2]1[c:3](-[c:9]2[n:10][c:11]3[c:12]([n:13]2[CH2:24][c:23]2[c:22]([F:21])[cH:29][cH:28][cH:27][c:26]2[F:30])[cH:14][cH:15][cH:16][c:17]3[N+:18](=[O:19])[O-:20])[c:4]([F:8])[cH:5][cH:6][cH:7]1. The reactants are O=[N+]([O-])c1cccc2nc(-c3c(F)cccc3F)[nH]c12, Fc1cccc(F)c1CBr. Product: O=[N+]([O-])c1cccc2c1nc(-c1c(F)cccc1F)n2Cc1c(F)cccc1F. The reactants are ClC1=CC=C(C=N1)CN1C(NCC1)=C[N+](=O)[O-] (1-(6-chloro-3-pyridylmethyl)-2-nitromethyleneimidazolidine), C=O (formaldehyde), SC[Si](C)(C)C (mercaptomethyl trimethylsilane). Solvent: C(C)O (ethanol). Product: ClC1=CC=C(C=N1)CN1C(NCC1)=C(CSC[Si](C)(C)C)[N+](=O)[O-] (1-(6-chloro-3-pyridylmethyl)-2-(1-nitro-2-trimethylsilylmethylthioethylidene)imidazolidine). The yield is 39.5%. Reaction SMILES: [Cl:1][C:2]1[N:7]=[CH:6][C:5]([CH2:8][N:9]2[CH2:13][CH2:12][NH:11][C:10]2=[CH:14][N+:15]([O-:17])=[O:16])=[CH:4][CH:3]=1.[CH2:18]=O.[SH:20][CH2:21][Si:22]([CH3:25])([CH3:24])[CH3:23]>C(O)C>[Cl:1][C:2]1[N:7]=[CH:6][C:5]([CH2:8][N:9]2[CH2:13][CH2:12][NH:11][C:10]2=[C:14]([N+:15]([O-:17])=[O:16])[CH2:18][S:20][CH2:21][Si:22]([CH3:25])([CH3:24])[CH3:23])=[CH:4][CH:3]=1. Reported procedure: 0.5 g of 1-(6-chloro-3-pyridylmethyl)-2-nitromethyleneimidazolidine, 0.18 g of 37% formaldehyde aqueous solution and 0.24 g of mercaptomethyl trimethylsilane were added to 15 ml of ethanol, and were reacted under reflux for 1 hour. After completing the reaction, the reaction liquor was cooled by ice to precipitate a crystal. The crystal thus precipitated was taken out by filtration, and was washed with a cold ethanol to obtain 0.3 g of the aimed product (Compound No. 20) having a melting point o... The reactants are COC1=CC=C(C=C1)C1CC(CC1)=O (3-(4-Methoxyphenyl) cyclopentanone), C(C1=CC=CC=C1)N (benzylamine), C1(=CC=C(C=C1)S(=O)(=O)O)C (p-toluenesulfonic acid). Run in C1=CC=CC=C1 (benzene). Conditions: time 12.5 hour. The product is C(C1=CC=CC=C1)NC1CC(CC1)C1=CC=C(C=C1)OC (N-benzyl-N-[3-(4-methoxyphenyl)cyclopentyl]amine). Yield: 91.8%. As a reaction SMILES: [CH3:1][O:2][C:3]1[CH:8]=[CH:7][C:6]([CH:9]2[CH2:13][CH2:12][C:11](=O)[CH2:10]2)=[CH:5][CH:4]=1.[CH2:15]([NH2:22])[C:16]1[CH:21]=[CH:20][CH:19]=[CH:18][CH:17]=1.C1(C)C=CC(S(O)(=O)=O)=CC=1>C1C=CC=CC=1>[CH2:15]([NH:22][CH:11]1[CH2:12][CH2:13][CH:9]([C:6]2[CH:7]=[CH:8][C:3]([O:2][CH3:1])=[CH:4][CH:5]=2)[CH2:10]1)[C:16]1[CH:21]=[CH:20][CH:19]=[CH:18][CH:17]=1. Procedure details: 3-(4-Methoxyphenyl) cyclopentanone (7.37 g) and benzylamine (4.15 g) were refluxed for 1.25 hours in benzene (150 ml) in the presence of p-toluenesulfonic acid (820 mg) using a Dean-Stark apparatus while removing the water generated. After distilling off the benzene under reduced pressure, it was dissolved in methanol (150 ml) while cooling on ice, sodium borohydride (1.63 g) was gradually added and the mixture was stirred at room temperature for 12.5 hours. After concentrating the reaction solu... The reactants are C1(CCCC1)NC1=NC=CC(=C1)C1=NN2C(C=CC=C2)=C1C1=NC(=NC=C1)NC(C)C (N-cyclopentyl-N-(4-{3-[2-(isopropylamino)-4-pyrimidinyl]pyrazolo[1,5-a]pyridin-2-yl}-2-pyridinyl)amine), C(Cl)(Cl)(Cl)Cl (carbon tetrachloride), C(CCC)[Li] (n-butyllithium). The product is ClC1=CC=CC=2N1N=C(C2C2=NC(=NC=C2)NC(C)C)C2=CC(=NC=C2)NC2CCCC2 (4-{7-chloro-2-[2-(cyclopentylamino)-4-pyridinyl]pyrazolo[1,5-a]pyridin-3-yl}-N-isopropyl-2-pyrimidinamine). RXN SMILES: [CH:1]1([NH:6][C:7]2[CH:12]=[C:11]([C:13]3[C:21]([C:22]4[CH:27]=[CH:26][N:25]=[C:24]([NH:28][CH:29]([CH3:31])[CH3:30])[N:23]=4)=[C:16]4[CH:17]=[CH:18][CH:19]=[CH:20][N:15]4[N:14]=3)[CH:10]=[CH:9][N:8]=2)[CH2:5][CH2:4][CH2:3][CH2:2]1.C([Li])CCC.C(Cl)(Cl)(Cl)[Cl:38]>>[Cl:38][C:20]1[N:15]2[N:14]=[C:13]([C:11]3[CH:10]=[CH:9][N:8]=[C:7]([NH:6][CH:1]4[CH2:2][CH2:3][CH2:4][CH2:5]4)[CH:12]=3)[C:21]([C:22]3[CH:27]=[CH:26][N:25]=[C:24]([NH:28][CH:29]([CH3:31])[CH3:30])[N:23]=3)=[C:16]2[CH:17]=[CH:18][CH:19]=1. Procedure: In a similar manner as described in Example 17 from N-cyclopentyl-N-(4-{3-[2-(isopropylamino)-4-pyrimidinyl]pyrazolo[1,5-a]pyridin-2-yl}-2-pyridinyl)amine (155 mg, 0.375 mmol), n-butyllithium (700 μL 1.6 M in hexanes, 1.12 mmol), and carbon tetrachloride (145 μL, 1.50 mmol) was formed 4-{7-chloro-2-[2-(cyclopentylamino)-4-pyridinyl]pyrazolo[1,5-a]pyridin-3-yl}-N-isopropyl-2-pyrimidinamine. Flash chromatography (1:1 hexanes:ethyl acetate to 1:2 hexanes:ethyl acetate) provided sample (65 mg, 39%)....